This data is from the Open Reaction Database (ORD), a public repository of structured organic reaction records. The task is: describe an organic reaction: reactants, conditions, products, and yield Reactants: CS(=O)(=O)Cl (methanesulfonyl chloride), NC1=C(C=C2C=NNC2=C1C(=O)O)C (6-amino-5-methyl-1H-indazole-7-carboxylic acid), N1=CC=CC=C1 (pyridine), BrC=1C=C(N(N1)C1=NC=CC=C1Cl)C(=O)O (5-bromo-2-(3-chloro-pyridin-2-yl)-2H-pyrazole-3-carboxylic acid). Run in C(C)#N (acetonitrile). Conditions: time 30 minute. Yields the product BrC=1C=C(N(N1)C1=NC=CC=C1Cl)C1=NC2=C(C=C3C(=C2C(O1)=O)NN=C3)C (7-[5-bromo-2-(3-chloro-pyridin-2-yl)-2H-pyrazol-3-yl]-5-methyl-1H-8-oxa-1,2,6-triaza-cyclopenta[a]naphthalen-9-one). RXN SMILES: [NH2:1][C:2]1[C:10]([C:11]([OH:13])=[O:12])=[C:9]2[C:5]([CH:6]=[N:7][NH:8]2)=[CH:4][C:3]=1[CH3:14].[Br:15][C:16]1[CH:17]=[C:18]([C:28](O)=O)[N:19]([C:21]2[C:26]([Cl:27])=[CH:25][CH:24]=[CH:23][N:22]=2)[N:20]=1.N1C=CC=CC=1.CS(Cl)(=O)=O>C(#N)C>[Br:15][C:16]1[CH:17]=[C:18]([C:28]2[O:12][C:11](=[O:13])[C:10]3[C:2](=[C:3]([CH3:14])[CH:4]=[C:5]4[CH:6]=[N:7][NH:8][C:9]4=3)[N:1]=2)[N:19]([C:21]2[C:26]([Cl:27])=[CH:25][CH:24]=[CH:23][N:22]=2)[N:20]=1. Procedure details: To a suspension of 700 mg (3.66 mmol) of 6-amino-5-methyl-1H-indazole-7-carboxylic acid in 26 mL of anhydrous acetonitrile is added 1.11 g (3.66 mmol) of 5-bromo-2-(3-chloro-pyridin-2-yl)-2H-pyrazole-3-carboxylic acid followed by 1.3 mL (16.2 mmol) of pyridine. The mixture is stirred at ambient temperature during 30 minutes. Then the suspension is cooled to 0° C. and 1.0 mL (12.9 mmol) of methanesulfonyl chloride is added drop wise. The mixture is stirred at ambient temperature for 16 hours. The... Starting materials: CN(C)c1ccncc1, CCOC(C)=O, NC1CCN(C2CC2)CC1, CCN(C(C)C)C(C)C, NS(=O)(=O)c1ccc(F)c([N+](=O)[O-])c1, C1CCOC1. The product is NS(=O)(=O)c1ccc(NC2CCN(C3CC3)CC2)c([N+](=O)[O-])c1. Reaction SMILES: [CH3:39][N:40]([CH3:41])[c:42]1[cH:43][cH:44][n:45][cH:46][cH:47]1.[CH3:48][CH2:49][O:50][C:51](=[O:52])[CH3:53].[CH:15]1([N:18]2[CH2:19][CH2:20][CH:21]([NH2:24])[CH2:22][CH2:23]2)[CH2:16][CH2:17]1.[CH:25]([N:26]([CH2:27][CH3:28])[CH:29]([CH3:30])[CH3:31])([CH3:32])[CH3:33].[F:1][c:2]1[c:3]([N+:12](=[O:13])[O-:14])[cH:4][c:5]([S:8](=[O:9])(=[O:10])[NH2:11])[cH:6][cH:7]1.[O:34]1[CH2:35][CH2:36][CH2:37][CH2:38]1>>[c:2]1([NH:24][CH:21]2[CH2:20][CH2:19][N:18]([CH:15]3[CH2:16][CH2:17]3)[CH2:23][CH2:22]2)[c:3]([N+:12](=[O:13])[O-:14])[cH:4][c:5]([S:8](=[O:9])(=[O:10])[NH2:11])[cH:6][cH:7]1. Yield: 73.2%. Procedure: To a mixture of 1-cyano-4-hydroxy-7-phenoxy-isoquinoline-3-carboxylic acid methyl ester (100 mg, 0.31 mmol) and 3-amino-3-phenyl-propionic acid (257 mg, 1.56 mmol) (Sigma-Aldrich) in 3 mL of DMF was added NaOMe solid (67 mg, 1.25 mmol). The resultant mixture was heated in a 150° C. oil bath for 3 h. After cooled, insoluble was filtered off. Filtrate was diluted with water (100 mL). This suspension mixture was brought to clear by adding 1 N NaOH (pH=ca. 10). It was then acidified by 1 N HCl to pH... RXN SMILES: CO[C:3]([C:5]1[N:6]=[C:7]([C:23]#[N:24])[C:8]2[C:13]([C:14]=1[OH:15])=[CH:12][CH:11]=[C:10]([O:16][C:17]1[CH:22]=[CH:21][CH:20]=[CH:19][CH:18]=1)[CH:9]=2)=[O:4].[NH2:25][CH:26]([C:31]1[CH:36]=[CH:35][CH:34]=[CH:33][CH:32]=1)[CH2:27][C:28]([OH:30])=[O:29].C[O-].[Na+]>CN(C=O)C>[C:23]([C:7]1[C:8]2[C:13](=[CH:12][CH:11]=[C:10]([O:16][C:17]3[CH:22]=[CH:21][CH:20]=[CH:19][CH:18]=3)[CH:9]=2)[C:14]([OH:15])=[C:5]([C:3]([NH:25][CH:26]([C:31]2[CH:36]=[CH:35][CH:34]=[CH:33][CH:32]=2)[CH2:27][C:28]([OH:30])=[O:29])=[O:4])[N:6]=1)#[N:24] |f:2.3|. Solvent: CN(C)C=O (DMF). Product: C(#N)C1=NC(=C(C2=CC=C(C=C12)OC1=CC=CC=C1)O)C(=O)NC(CC(=O)O)C1=CC=CC=C1 (3-[(1-Cyano-4-hydroxy-7-phenoxy-isoquinoline-3-carbonyl)-amino]-3-phenyl-propionic acid). The reactants are resultant mixture, COC(=O)C=1N=C(C2=CC(=CC=C2C1O)OC1=CC=CC=C1)C#N (1-cyano-4-hydroxy-7-phenoxy-isoquinoline-3-carboxylic acid methyl ester), NC(CC(=O)O)C1=CC=CC=C1 (3-amino-3-phenyl-propionic acid), C[O-].[Na+] (NaOMe). Starting materials: CO, C=Cc1ncc(C(=O)OCC)o1, [H][H]. Product: CCOC(=O)c1cnc(CC)o1. As a reaction SMILES: [CH3:15][OH:16].[CH:1](=[CH2:2])[c:3]1[o:4][c:5]([C:8](=[O:9])[O:10][CH2:11][CH3:12])[cH:6][n:7]1.[H:13][H:14]>>[CH2:1]([CH3:2])[c:3]1[o:4][c:5]([C:8](=[O:9])[O:10][CH2:11][CH3:12])[cH:6][n:7]1. Starting materials: OC=C1C(NC2=CC(=CC=C12)C(=O)C=1C=C(C=CC1)NC(=O)C=1C=NN(C1C)C)=O (1,5-Dimethyl-1H-pyrazole-4-carboxylic acid [3-(3-hydroxymethylene-2-oxo-2,3-dihydro-1H-indole-6-carbonyl)-phenyl]-amide), CN1CCN(CC1)C1=CC=C(C=C1)N (4-(4-methyl-piperazin-1-yl)-phenylamine). The solvent is C1CCOC1 (THF). Conditions: temperature 65 celsius, time 24 hour. Product: CN1CCN(CC1)C1=CC=C(C=C1)NC=C1C(NC2=CC(=CC=C12)C(=O)C=1C=C(C=CC1)NC(=O)C=1C=NN(C1C)C)=O (1,5-Dimethyl-1H-pyrazole-4-carboxylic acid [3-(3-{[4-(4-methyl-piperazin-1-yl)-phenylamino]-methylene}-2-oxo-2,3-dihydro-1H-indole-6-carbonyl)-phenyl]-amide). Yield: 11.0%. As a reaction SMILES: O[CH:2]=[C:3]1[C:11]2[C:6](=[CH:7][C:8]([C:12]([C:14]3[CH:15]=[C:16]([NH:20][C:21]([C:23]4[CH:24]=[N:25][N:26]([CH3:29])[C:27]=4[CH3:28])=[O:22])[CH:17]=[CH:18][CH:19]=3)=[O:13])=[CH:9][CH:10]=2)[NH:5][C:4]1=[O:30].[CH3:31][N:32]1[CH2:37][CH2:36][N:35]([C:38]2[CH:43]=[CH:42][C:41]([NH2:44])=[CH:40][CH:39]=2)[CH2:34][CH2:33]1>C1COCC1>[CH3:31][N:32]1[CH2:33][CH2:34][N:35]([C:38]2[CH:43]=[CH:42][C:41]([NH:44][CH:2]=[C:3]3[C:11]4[C:6](=[CH:7][C:8]([C:12]([C:14]5[CH:15]=[C:16]([NH:20][C:21]([C:23]6[CH:24]=[N:25][N:26]([CH3:29])[C:27]=6[CH3:28])=[O:22])[CH:17]=[CH:18][CH:19]=5)=[O:13])=[CH:9][CH:10]=4)[NH:5][C:4]3=[O:30])=[CH:40][CH:39]=2)[CH2:36][CH2:37]1. Procedure details: A small screw cap test tube was charged with 1,5-Dimethyl-1H-pyrazole-4-carboxylic acid [3-(3-hydroxymethylene-2-oxo-2,3-dihydro-1H-indole-6-carbonyl)-phenyl]-amide (prepared below, 134 mg, 0.333 mmol) and THF (3.3 mL). To the resulting solution was added 4-(4-methyl-piperazin-1-yl)-phenylamine (64.2 mg, 0.336 mmol), and the mixture was stirred for 24 h at 65° C. Subsequently, the reaction mixture was cooled to room temperature and concentrated in vacuo. The residue was dissolved in EtOAc (˜5 mL... The reactants are CC(=O)O, CC(=O)O[BH-](OC(C)=O)OC(C)=O, CON(C)C(=O)c1ccc(F)cc1N, CCC=O, ClCCl, [Na+]. The product is CCCNc1cc(F)ccc1C(=O)N(C)OC. Reaction SMILES: [C:19]([OH:20])(=[O:21])[CH3:22].[C:23]([O:24][BH-:25]([O:26][C:27](=[O:28])[CH3:29])[O:30][C:31](=[O:32])[CH3:33])(=[O:34])[CH3:35].[CH3:1][O:2][N:3]([C:4]([c:5]1[c:6]([NH2:12])[cH:7][c:8]([F:11])[cH:9][cH:10]1)=[O:13])[CH3:14].[CH:15]([CH2:16][CH3:17])=[O:18].[Cl:37][CH2:38][Cl:39].[Na+:36]>>[CH3:1][O:2][N:3]([C:4]([c:5]1[c:6]([NH:12][CH2:15][CH2:16][CH3:17])[cH:7][c:8]([F:11])[cH:9][cH:10]1)=[O:13])[CH3:14]. The reactants are FC(F)(F)c1ccc2c(Cl)ccnc2n1, N#Cc1cccnc1-c1cc(B(O)O)ccc1F. The product is N#Cc1cccnc1-c1cc(-c2ccnc3nc(C(F)(F)F)ccc23)ccc1F. RXN SMILES: [Cl:1][c:2]1[c:3]2[cH:4][cH:5][c:6]([C:12]([F:13])([F:14])[F:15])[n:7][c:8]2[n:9][cH:10][cH:11]1.[F:16][c:17]1[c:18](-[c:26]2[n:27][cH:28][cH:29][cH:30][c:31]2[C:32]#[N:33])[cH:19][c:20]([B:23]([OH:24])[OH:25])[cH:21][cH:22]1>>[c:2]1(-[c:20]2[cH:19][c:18](-[c:26]3[n:27][cH:28][cH:29][cH:30][c:31]3[C:32]#[N:33])[c:17]([F:16])[cH:22][cH:21]2)[c:3]2[cH:4][cH:5][c:6]([C:12]([F:13])([F:14])[F:15])[n:7][c:8]2[n:9][cH:10][cH:11]1. The reactants are C(=O)(O)CCCCC=1C=C(C=CC1)/C(/C=C/C1=[N+](C=2C=CC3=C(C2C1(C)C)C=C(C=C3S(=O)(=O)[O-])S(=O)(=O)[O-])CCCCS(=O)(=O)[O-])=C\C=C\3/C(C=1C(N(C=C(C1)Cl)CCCCS(=O)(=O)[O-])=N3)(C)C.[Na+].[Na+].[Na+] (Sodium 2-((1E,3Z,5E)-3-(3-(4-Carboxybutyl)phenyl)-5-(5-chloro-3,3-dimethyl-7-(4-sulfonatobutyl)-3,7-dihydro-2H-pyrrolo[2,3-b]pyridin-2-ylidene)penta-1,3-dienyl)-1,1-dimethyl-3-(4-sulfonatobutyl)-1H-benzo[e]indolium-6,8-disulfonate), OCCCCOC=1C=C(C=CC1)B(O)O (3-(4-hydroxybutoxy)phenylboronic acid). Yields the product ClC=1C=C2C(N(C1)CCCCS(=O)(=O)[O-])=N\C(\C2(C)C)=C\C=C(\C=C\C2=[N+](C=1C=CC3=C(C1C2(C)C)C=C(C=C3S(=O)(=O)[O-])S(=O)(=O)[O-])CCCCS(=O)(=O)[O-])/C3=CC(=CC=C3)OCCCCO.[Na+].[Na+].[Na+] (Sodium 2-((1E,3Z,5E)-5-(5-Chloro-3,3-dimethyl-7-(4-sulfonatobutyl)-3,7-dihydro-2H-pyrrolo[2,3-b]pyridin-2-ylidene)-3-(3-(4-hydroxybutoxy)phenyl)penta-1,3-dienyl)-1,1-dimethyl-3-(4-sulfonatobutyl)-1H-benzo[e]indolium-6,8-disulfonate). Reaction SMILES: C(CCCC[C:8]1[CH:9]=[C:10](/[C:14](=[CH:48]\[CH:49]=[C:50]2/[C:51]([CH3:69])([CH3:68])[C:52]3[C:53](=[N:67]/2)[N:54]([CH2:59][CH2:60][CH2:61][CH2:62][S:63]([O-:66])(=[O:65])=[O:64])[CH:55]=[C:56]([Cl:58])[CH:57]=3)/[CH:15]=[CH:16]/[C:17]2[C:25]([CH3:27])([CH3:26])[C:24]3[C:23]4[CH:28]=[C:29]([S:36]([O-:39])(=[O:38])=[O:37])[CH:30]=[C:31]([S:32]([O-:35])(=[O:34])=[O:33])[C:22]=4[CH:21]=[CH:20][C:19]=3[N+:18]=2[CH2:40][CH2:41][CH2:42][CH2:43][S:44]([O-:47])(=[O:46])=[O:45])[CH:11]=[CH:12][CH:13]=1)(O)=O.[Na+:70].[Na+].[Na+].[OH:73][CH2:74][CH2:75][CH2:76][CH2:77][O:78]C1C=C(B(O)O)C=CC=1>>[Cl:58][C:56]1[CH:57]=[C:52]2[C:51]([CH3:69])([CH3:68])/[C:50](=[CH:49]\[CH:48]=[C:14](/[C:10]3[CH:11]=[CH:12][CH:13]=[C:8]([O:73][CH2:74][CH2:75][CH2:76][CH2:77][OH:78])[CH:9]=3)\[CH:15]=[CH:16]\[C:17]3[C:25]([CH3:26])([CH3:27])[C:24]4[C:23]5[CH:28]=[C:29]([S:36]([O-:39])(=[O:37])=[O:38])[CH:30]=[C:31]([S:32]([O-:35])(=[O:33])=[O:34])[C:22]=5[CH:21]=[CH:20][C:19]=4[N+:18]=3[CH2:40][CH2:41][CH2:42][CH2:43][S:44]([O-:47])(=[O:45])=[O:46])/[N:67]=[C:53]2[N:54]([CH2:59][CH2:60][CH2:61][CH2:62][S:63]([O-:66])(=[O:65])=[O:64])[CH:55]=1.[Na+:70].[Na+:70].[Na+:70] |f:0.1.2.3,5.6.7.8|. Procedure: Compound 51 is prepared analogously to compound 28, except with 3-(4-hydroxybutoxy)phenylboronic acid as a starting material.